Dataset: the Open Reaction Database (ORD), a public repository of structured organic reaction records. Task: describe an organic reaction: reactants, conditions, products, and yield Reactants: C[Mg]Br (Methylmagnesium bromide), solution, BrC1=C(C(=O)N(C)OC)C=C(C=C1)Cl (2-bromo-5-chloro-N-methoxy-N-methylbenzamide), Cl (hydrochloric acid), O (water). The solvent is O1CCCC1 (tetrahydrofuran), O1CCCC1 (tetrahydrofuran). Reaction conditions: time 1 hour. Yields the product BrC1=C(C=C(C=C1)Cl)C(C)=O (1-(2-bromo-5-chlorophenyl)ethanone). Reaction SMILES: [CH3:1][Mg]Br.[Br:4][C:5]1[CH:16]=[CH:15][C:14]([Cl:17])=[CH:13][C:6]=1[C:7](N(OC)C)=[O:8].Cl.O>O1CCCC1>[Br:4][C:5]1[CH:16]=[CH:15][C:14]([Cl:17])=[CH:13][C:6]=1[C:7](=[O:8])[CH3:1]. Procedure: Methylmagnesium bromide (4.26 mL of a 1.4M solution in tetrahydrofuran/toulene, 5.97 mmol) was added dropwise to a stirred solution of 2-bromo-5-chloro-N-methoxy-N-methylbenzamide (0.554 g, 1.99 mmol) in tetrahydrofuran (20 mL) at approximatately 0° C. After 1 h, 1N hydrochloric acid (5 mL) was added and the resulting biphasic mixture was stirred vigorously for about 10 min. The reaction mixture was poured into water and extracted three times with ethyl acetate. The combined organic extracts wer... The reactants are N1N=C(C2=CC=CC=C12)C(=O)OC (methyl 1H-indazole-3-carboxylate), C1(=CC=CC=C1)B(O)O (phenylboronic acid), N1=CC=CC=C1 (pyridine). The reagents and catalysts are C(C)(=O)[O-].[Cu+2].C(C)(=O)[O-] (copper (II) acetate). The solvent is CN(C=O)C (N,N-dimethylformamide). Conditions: temperature 30 celsius, time 8 hour. Yields the product C1(=CC=CC=C1)N1N=C(C2=CC=CC=C12)C(=O)OC (methyl 1-phenyl-1H-indazole-3-carboxylate). The yield is 32.1%. RXN SMILES: [NH:1]1[C:9]2[C:4](=[CH:5][CH:6]=[CH:7][CH:8]=2)[C:3]([C:10]([O:12][CH3:13])=[O:11])=[N:2]1.[C:14]1(B(O)O)[CH:19]=[CH:18][CH:17]=[CH:16][CH:15]=1.N1C=CC=CC=1>C([O-])(=O)C.[Cu+2].C([O-])(=O)C.CN(C)C=O>[C:14]1([N:1]2[C:9]3[C:4](=[CH:5][CH:6]=[CH:7][CH:8]=3)[C:3]([C:10]([O:12][CH3:13])=[O:11])=[N:2]2)[CH:19]=[CH:18][CH:17]=[CH:16][CH:15]=1 |f:3.4.5|. Procedure details: To a mixture of methyl 1H-indazole-3-carboxylate (3.44 g), phenylboronic acid (4.76 g), pyridine (2.84 mL) and N,N-dimethylformamide (70 mL) was added copper (II) acetate (5.32 g), and the mixture was stirred at 30° C. overnight. The insoluble material was filtered off, saturated aqueous ammonium chloride solution was added, and the mixture was extracted with ethyl acetate. The extract was washed with saturated sodium hydrogen carbonate and saturated brine, dried over magnesium sulfate, and conc... Procedure: Benzyl 6-benzyl-7-oxo-1-azabicyclo[3.2.0]hept-2-ene-2-carboxylate (138) (0.420 g) was dissolved in dry dimethylformamide (5 ml) and treated with ethanethiol (0.12 ml) and potassium carbonate (0.087 g). It was stirred at ambient temperature for 1 hour and the solvent was then distilled off under high vacuum. The residue was partitioned between ethyl acetate and brine, and the ethyl acetate solution was dried over sodium sulphate and concentrated. The residue was carefully chromatographed on a col... Solvent: CN(C=O)C (dimethylformamide). Conditions: time 1 hour. Yields the product C(C1=CC=CC=C1)C1C2CC(C(N2C1=O)C(=O)OCC1=CC=CC=C1)SCC (benzyl 6-benzyl-3-ethylthio-7-oxo-1-azabicyclo[3.2.0]heptane-2-carboxylate). As a reaction SMILES: [CH2:1]([CH:8]1[C:14](=[O:15])[N:13]2[CH:9]1[CH2:10][CH:11]=[C:12]2[C:16]([O:18][CH2:19][C:20]1[CH:25]=[CH:24][CH:23]=[CH:22][CH:21]=1)=[O:17])[C:2]1[CH:7]=[CH:6][CH:5]=[CH:4][CH:3]=1.[CH2:26]([SH:28])[CH3:27].C(=O)([O-])[O-].[K+].[K+]>CN(C)C=O>[CH2:1]([CH:8]1[C:14](=[O:15])[N:13]2[CH:9]1[CH2:10][CH:11]([S:28][CH2:26][CH3:27])[CH:12]2[C:16]([O:18][CH2:19][C:20]1[CH:25]=[CH:24][CH:23]=[CH:22][CH:21]=1)=[O:17])[C:2]1[CH:7]=[CH:6][CH:5]=[CH:4][CH:3]=1 |f:2.3.4|. The reactants are C(C)S (ethanethiol), C([O-])([O-])=O.[K+].[K+] (potassium carbonate), C(C1=CC=CC=C1)C1C2CC=C(N2C1=O)C(=O)OCC1=CC=CC=C1 (Benzyl 6-benzyl-7-oxo-1-azabicyclo[3.2.0]hept-2-ene-2-carboxylate). Starting materials: three, OS(=O)(=O)O (H2SO4), Cl (HCl), [OH-].[Na+] (sodium hydroxide), P(O)(O)O (phosphorous acid), C=O (formaldehyde), NCCNCCC[Si](OC)(OC)OC (N-2-aminoethyl-3-aminopropyltrimethoxysilane). Run in O (water). Yields the product P(ON)([O-])=O.[Si+4].NOP([O-])=O.NOP([O-])=O.NOP([O-])=O (Silicon Amino Phosphonate). RXN SMILES: [P:1]([OH:4])([OH:3])[OH:2].C=O.Cl.OS(O)(=O)=O.[NH2:13]CCNCCC[Si:20](OC)(OC)OC.[OH-].[Na+]>O>[PH:1](=[O:4])([O-:3])[O:2][NH2:13].[Si+4:20].[NH2:13][O:2][PH:1](=[O:4])[O-:3].[NH2:13][O:2][PH:1](=[O:4])[O-:3].[NH2:13][O:2][PH:1](=[O:4])[O-:3] |f:5.6,8.9.10.11.12|. Procedure details: To a 250 ml three neck flask fitted with a reflux condenser and dropping funnel is added deionized water, 70% phosphorous acid (0.038 mole), 37% aqueous formaldehyde (0.075 mole), HCl (2.5 grams), and H2SO4 (2.5 grams). This is stirred vigorously and heated to reflux. Then, 5.6 grams (0.025 moles) of N-2-aminoethyl-3-aminopropyltrimethoxysilane is added dropwise. The mixture is heated and stirred overnight. After the reaction cooled, a sample is neutralized with 50% sodium hydroxide. The reactants are CCOC(C)=O, CCOC(=O)c1[nH]nc(C)c1Cl, CCCCCC, O=C(CCl)N1CCN(c2ccc(F)cc2)CC1, [K+], [K+], O=C([O-])[O-], CN(C)C=O. Yields the product CCOC(=O)c1c(Cl)c(C)nn1CC(=O)N1CCN(c2ccc(F)cc2)CC1. RXN SMILES: [C:41]([O:42][CH2:43][CH3:44])(=[O:45])[CH3:46].[CH2:1]([CH3:2])[O:3][C:4](=[O:5])[c:6]1[nH:7][n:8][c:9]([CH3:12])[c:10]1[Cl:11].[CH3:47][CH2:48][CH2:49][CH2:50][CH2:51][CH3:52].[Cl:19][CH2:20][C:21](=[O:22])[N:23]1[CH2:24][CH2:25][N:26]([c:29]2[cH:30][cH:31][c:32]([F:35])[cH:33][cH:34]2)[CH2:27][CH2:28]1.[K+:13].[K+:14].[O-:15][C:16]([O-:17])=[O:18].[O:36]=[CH:37][N:38]([CH3:39])[CH3:40]>>[CH2:1]([CH3:2])[O:3][C:4](=[O:5])[c:6]1[n:7]([CH2:20][C:21](=[O:22])[N:23]2[CH2:24][CH2:25][N:26]([c:29]3[cH:30][cH:31][c:32]([F:35])[cH:33][cH:34]3)[CH2:27][CH2:28]2)[n:8][c:9]([CH3:12])[c:10]1[Cl:11]. The reactants are CCn1cc(C(C)=O)c(=O)c(-c2cccc(C(F)(F)F)c2)c1, ClC(Cl)Cl, O=C1CCC(=O)N1Cl. Yields the product CCn1cc(C(=O)C(Cl)Cl)c(=O)c(-c2cccc(C(F)(F)F)c2)c1. RXN SMILES: [C:1]([CH3:2])(=[O:3])[c:4]1[cH:5][n:6]([CH2:21][CH3:22])[cH:7][c:8](-[c:11]2[cH:12][c:13]([C:17]([F:18])([F:19])[F:20])[cH:14][cH:15][cH:16]2)[c:9]1=[O:10].[CH:31]([Cl:32])([Cl:33])[Cl:34].[Cl:23][N:24]1[C:25](=[O:26])[CH2:27][CH2:28][C:29]1=[O:30]>>[C:1](=[O:3])([c:4]1[cH:5][n:6]([CH2:21][CH3:22])[cH:7][c:8](-[c:11]2[cH:12][c:13]([C:17]([F:18])([F:19])[F:20])[cH:14][cH:15][cH:16]2)[c:9]1=[O:10])[CH:31]([Cl:32])[Cl:34]. The reactants are CC(C)(C)c1ccccc1O, O=C([O-])[O-], COc1ccc([N+](=O)[O-])c(Cl)n1, [Cs+], [Cs+], CN(C)C=O, O. The product is COc1ccc([N+](=O)[O-])c(Oc2ccccc2C(C)(C)C)n1. As a reaction SMILES: [C:13]([CH3:14])([CH3:15])([CH3:16])[c:17]1[c:18]([OH:23])[cH:19][cH:20][cH:21][cH:22]1.[C:24](=[O:25])([O-:26])[O-:27].[Cl:1][c:2]1[n:3][c:4]([O:11][CH3:12])[cH:5][cH:6][c:7]1[N+:8](=[O:9])[O-:10].[Cs+:28].[Cs+:29].[O:31]=[CH:32][N:33]([CH3:34])[CH3:35].[OH2:30]>>[c:2]1([O:23][c:18]2[c:17]([C:13]([CH3:14])([CH3:15])[CH3:16])[cH:22][cH:21][cH:20][cH:19]2)[n:3][c:4]([O:11][CH3:12])[cH:5][cH:6][c:7]1[N+:8](=[O:9])[O-:10].